Task: describe an organic reaction: reactants, conditions, products, and yield. Dataset: the Open Reaction Database (ORD), a public repository of structured organic reaction records Reactants: CCOc1c(N)c(=O)c1=O, Nc1ccc(-c2cccnc2)cc1, O, c1ccncc1. Product: Nc1c(Nc2ccc(-c3cccnc3)cc2)c(=O)c1=O. RXN SMILES: [NH2:14][c:15]1[c:16](=[O:23])[c:17](=[O:22])[c:18]1[O:19][CH2:20][CH3:21].[NH2:1][c:2]1[cH:3][cH:4][c:5](-[c:8]2[cH:9][n:10][cH:11][cH:12][cH:13]2)[cH:6][cH:7]1.[OH2:24].[cH:25]1[cH:26][cH:27][n:28][cH:29][cH:30]1>>[NH:1]([c:2]1[cH:3][cH:4][c:5](-[c:8]2[cH:9][n:10][cH:11][cH:12][cH:13]2)[cH:6][cH:7]1)[c:18]1[c:15]([NH2:14])[c:16](=[O:23])[c:17]1=[O:22].